This data is from the Open Reaction Database (ORD), a public repository of structured organic reaction records. The task is: describe an organic reaction: reactants, conditions, products, and yield Starting materials: FC1=C(C=CC(=C1)F)C1=NC(=NC=N1)NC1=CC(=CC=C1)CS(=O)(=O)C (4-(2,4-difluorophenyl)-N-{3-[(methylsulfonyl)methyl]phenyl}-1,3,5-triazin-2-amine), intermediate 42.1, FCCCO (3-fluoropropan-1-ol). Product: FC1=CC(=C(C=C1)C1=NC(=NC=N1)NC1=CC(=CC=C1)CS(=O)(=O)C)OCCCF (4-[4-Fluoro-2-(3-fluoropropoxy)phenyl]-N-{3-[(methylsulfonyl)methyl]phenyl}-1,3,5-triazin-2-amine). Reaction SMILES: F[C:2]1[CH:7]=[C:6]([F:8])[CH:5]=[CH:4][C:3]=1[C:9]1[N:14]=[CH:13][N:12]=[C:11]([NH:15][C:16]2[CH:21]=[CH:20][CH:19]=[C:18]([CH2:22][S:23]([CH3:26])(=[O:25])=[O:24])[CH:17]=2)[N:10]=1.[F:27][CH2:28][CH2:29][CH2:30][OH:31]>>[F:8][C:6]1[CH:5]=[CH:4][C:3]([C:9]2[N:14]=[CH:13][N:12]=[C:11]([NH:15][C:16]3[CH:21]=[CH:20][CH:19]=[C:18]([CH2:22][S:23]([CH3:26])(=[O:25])=[O:24])[CH:17]=3)[N:10]=2)=[C:2]([O:31][CH2:30][CH2:29][CH2:28][F:27])[CH:7]=1. Reported procedure: Starting with 4-(2,4-difluorophenyl)-N-{3-[(methylsulfonyl)methyl]phenyl}-1,3,5-triazin-2-amine (75 mg; 0.197 mmol), intermediate 42.1, and 3-fluoropropan-1-ol (59 mg; 0.736 mmol), example 54 was prepared analogously to the procedure for the preparation of example 42.